From a dataset of the Open Reaction Database (ORD), a public repository of structured organic reaction records. describe an organic reaction: reactants, conditions, products, and yield RXN SMILES: Cl[C:2]1[N:7]=[C:6]([NH:8][C:9]2[CH:14]=[CH:13][CH:12]=[CH:11][C:10]=2[N:15]2[CH:19]=[CH:18][CH:17]=[N:16]2)[C:5]([Cl:20])=[CH:4][N:3]=1.[CH3:21][C:22]1([CH3:34])[CH2:28][CH2:27][CH2:26][O:25][C:24]2[C:29]([NH2:33])=[CH:30][CH:31]=[CH:32][C:23]1=2>>[Cl:20][C:5]1[C:6]([NH:8][C:9]2[CH:14]=[CH:13][CH:12]=[CH:11][C:10]=2[N:15]2[CH:19]=[CH:18][CH:17]=[N:16]2)=[N:7][C:2]([NH:33][C:29]2[C:24]3[O:25][CH2:26][CH2:27][CH2:28][C:22]([CH3:34])([CH3:21])[C:23]=3[CH:32]=[CH:31][CH:30]=2)=[N:3][CH:4]=1. Reactants: ClC1=NC=C(C(=N1)NC1=C(C=CC=C1)N1N=CC=C1)Cl ((2,5-dichloro-pyrimidin-4-yl)-(2-pyrazol-1-yl-phenyl)-amine), CC1(C2=C(OCCC1)C(=CC=C2)N)C (5,5-dimethyl-2,3,4,5-tetrahydro-benzo[b]oxepin-9-ylamine). Product: ClC=1C(=NC(=NC1)NC1=CC=CC2=C1OCCCC2(C)C)NC2=C(C=CC=C2)N2N=CC=C2 (5-Chloro-N*2*-(5,5-dimethyl-2,3,4,5-tetrahydro-benzo[b]oxepin-9-yl)-N*4*-(2-pyrazol-1-yl-phenyl)-pyrimidine-2,4-diamine), solid. Isolated yield 52.0%. Procedure details: The title compound was prepared from (2,5-dichloro-pyrimidin-4-yl)-(2-pyrazol-1-yl-phenyl)-amine and 5,5-dimethyl-2,3,4,5-tetrahydro-benzo[b]oxepin-9-ylamine in an analogous manner to Example 179 heating at 140° C. Product was isolated as a white solid (46 mg, 52%). LCMS=461 (M+H); 1H NMR (400 MHz, DMSO-d6) δ 10.55 (s, 1H), 8.61 (s, 1H), 8.28 (s, 1H), 8.24 (s, 1H), 8.16 (d, 1H, J=7.83 Hz), 7.86 (s, 1H), 7.76 (d, 1H, J=7.58 Hz), 7.66 (d, 1H, J=7.83 Hz), 7.41 (m, 2H), 6.98 (d, 1H, J=8.09 Hz), 6.88... Starting materials: C(C)(C)(C)OC(=O)N[C@H](C(CN([C@@H](C)C(=O)N1[C@H](C(=O)OC(C)(C)C)CCC1)C(=O)OCC1=CC=CC=C1)=O)CC1=CC=CC=C1 ((3S)-1-[N-[3-[[(t-Butyloxy)carbonyl]amino]-2-oxo-4-phenylbutyl]-N-[(phenylmethoxy)carbonyl]-L-alanyl]-L-proline, t-butyl ester), [BH4-].[Na+] (Sodium borohydride). Yield: 62.5%. As a reaction SMILES: [C:1]([O:5][C:6]([NH:8][C@@H:9]([CH2:40][C:41]1[CH:46]=[CH:45][CH:44]=[CH:43][CH:42]=1)[C:10](=[O:39])[CH2:11][N:12]([C:29]([O:31][CH2:32][C:33]1[CH:38]=[CH:37][CH:36]=[CH:35][CH:34]=1)=[O:30])[C@H:13]([C:15]([N:17]1[CH2:28][CH2:27][CH2:26][C@H:18]1[C:19]([O:21][C:22]([CH3:25])([CH3:24])[CH3:23])=[O:20])=[O:16])[CH3:14])=[O:7])([CH3:4])([CH3:3])[CH3:2].[BH4-].[Na+]>C(O)C>[C:1]([O:5][C:6]([NH:8][C@@H:9]([CH2:40][C:41]1[CH:42]=[CH:43][CH:44]=[CH:45][CH:46]=1)[CH:10]([OH:39])[CH2:11][N:12]([C:29]([O:31][CH2:32][C:33]1[CH:38]=[CH:37][CH:36]=[CH:35][CH:34]=1)=[O:30])[C@H:13]([C:15]([N:17]1[CH2:28][CH2:27][CH2:26][C@H:18]1[C:19]([O:21][C:22]([CH3:23])([CH3:25])[CH3:24])=[O:20])=[O:16])[CH3:14])=[O:7])([CH3:2])([CH3:3])[CH3:4] |f:1.2|. Product: C(C)(C)(C)OC(=O)N[C@H](C(CN([C@@H](C)C(=O)N1[C@H](C(=O)OC(C)(C)C)CCC1)C(=O)OCC1=CC=CC=C1)O)CC1=CC=CC=C1 ((3S)-1-[N-[3-[[(t-Butyloxy)carbonyl]amino]-2-hydroxy-4-phenylbutyl]-N-[(phenylmethoxy)carbonyl]-L-alanyl]-L-proline, t-butyl ester). Run in C(C)O (ethanol). Procedure details: (3S)-1-[N-[3-[[(t-Butyloxy)carbonyl]amino]-2-oxo-4-phenylbutyl]-N-[(phenylmethoxy)carbonyl]-L-alanyl]-L-proline, t-butyl ester (1.75 g, 2.75 mmol) was dissolved in ethanol (15 ml), and stirred in an ice bath. Sodium borohydride (150 mg, 3.95 mmol) was added and the solution was stirred at room temperature for 90 minutes. It was then evaporated, taken into ethyl acetate and washed with 10% aqueous potassium hydrogen sulfate solution. The ethyl acetate solution after evaporation was chromatographe...